Dataset: the Open Reaction Database (ORD), a public repository of structured organic reaction records. Task: describe an organic reaction: reactants, conditions, products, and yield The reactants are CNc1ccccc1N, CC#N, CCN(C(C)C)C(C)C, Cn1c(CCl)nc2ccccc21, [I-], [K+], O=C(O)CCl, O=C1c2ccccc2C(=O)N1CCCCNC1CCCc2cccnc21. Product: Cn1c(CN(CCCCN2C(=O)c3ccccc3C2=O)C2CCCc3cccnc32)nc2ccccc21. RXN SMILES: [CH3:39][NH:40][c:41]1[cH:42][cH:43][cH:44][cH:45][c:46]1[NH2:47].[CH3:64][C:65]#[N:66].[CH:53]([N:54]([CH:55]([CH3:56])[CH3:57])[CH2:58][CH3:59])([CH3:60])[CH3:61].[Cl:27][CH2:28][c:29]1[n:30][c:31]2[c:32]([n:33]1[CH3:34])[cH:35][cH:36][cH:37][cH:38]2.[I-:63].[K+:62].[OH:48][C:49]([CH2:50][Cl:51])=[O:52].[n:1]1[cH:2][cH:3][cH:4][c:5]2[c:10]1[CH:9]([NH:11][CH2:12][CH2:13][CH2:14][CH2:15][N:16]1[C:17](=[O:26])[c:18]3[cH:19][cH:20][cH:21][cH:22][c:23]3[C:24]1=[O:25])[CH2:8][CH2:7][CH2:6]2>>[n:1]1[cH:2][cH:3][cH:4][c:5]2[c:10]1[CH:9]([N:11]([CH2:12][CH2:13][CH2:14][CH2:15][N:16]1[C:17](=[O:26])[c:18]3[cH:19][cH:20][cH:21][cH:22][c:23]3[C:24]1=[O:25])[CH2:28][c:29]1[n:30][c:31]3[c:32]([n:33]1[CH3:34])[cH:35][cH:36][cH:37][cH:38]3)[CH2:8][CH2:7][CH2:6]2. The reactants are C1(CC1)N (cyclopropylamine), FC(C=1C=C(OC2=NC=CN=C2C(=O)OC)C=CC1)(F)F (methyl 2-(3-trifluoromethylphenoxy)-3-pyrazinecarboxylate). The solvent is C1(=CC=CC=C1)C (toluene). Yields the product C1(CC1)NC(=O)C=1C(=NC=CN1)OC1=CC(=CC=C1)C(F)(F)F (N-(cyclopropyl)-2-(3-trifluoromethylphenoxy)-3-pyrazinecarboxamide). RXN SMILES: [CH:1]1([NH2:4])[CH2:3][CH2:2]1.[F:5][C:6]([F:25])([F:24])[C:7]1[CH:8]=[C:9]([CH:21]=[CH:22][CH:23]=1)[O:10][C:11]1[C:16]([C:17](OC)=[O:18])=[N:15][CH:14]=[CH:13][N:12]=1>C1(C)C=CC=CC=1>[CH:1]1([NH:4][C:17]([C:16]2[C:11]([O:10][C:9]3[CH:21]=[CH:22][CH:23]=[C:7]([C:6]([F:24])([F:5])[F:25])[CH:8]=3)=[N:12][CH:13]=[CH:14][N:15]=2)=[O:18])[CH2:3][CH2:2]1. Procedure: 0.11 g (2.0 mmol) of cyclopropylamine is added to a suspension of 3.0 g (10 mmol) of methyl 2-(3-trifluoromethylphenoxy)-3-pyrazinecarboxylate, 20 g of 3 Å molecular sieve and 20 g of 5 Å molecular sieve in 240 ml of dry toluene at room temperature. The reaction mixture is refluxed for 6 hours. After the mixture has cooled to room temperature, solid components are filtered off. The filtrate is extracted with 10% strength, aqueous hydrochloric acid, washed with distilled water, dried over magnesi... Starting materials: C(CC)N(C1CC=2C(=CC=3C(N(C(C3C2)=O)CC2=CC=CC=C2)=O)C1)CCC (6-(Dipropylamino)-6,7-dihydro-2-(phenylmethyl)cyclopent[f]isoindole-1,3(2H,5H)-dione), Cl (HCl). Reagents/catalysts: [Zn] (Zinc). Solvent: CC(=O)O (HOAc). Product: C(CC)N(C1CC=2C(=CC=3C(N(CC3C2)CC2=CC=CC=C2)=O)C1)CCC (6-(Dipropylamino)-3,5,6,7-tetrahydro-2-(phenylmethyl)cyclopent[f]isoindol-1(2H)-one). Reaction SMILES: [CH2:1]([N:4]([CH2:26][CH2:27][CH3:28])[CH:5]1[CH2:25][C:8]2=[CH:9][C:10]3[C:11](=[O:24])[N:12]([CH2:17][C:18]4[CH:23]=[CH:22][CH:21]=[CH:20][CH:19]=4)[C:13](=O)[C:14]=3[CH:15]=[C:7]2[CH2:6]1)[CH2:2][CH3:3].Cl>CC(O)=O.[Zn]>[CH2:26]([N:4]([CH2:1][CH2:2][CH3:3])[CH:5]1[CH2:25][C:8]2=[CH:9][C:10]3[C:11](=[O:24])[N:12]([CH2:17][C:18]4[CH:19]=[CH:20][CH:21]=[CH:22][CH:23]=4)[CH2:13][C:14]=3[CH:15]=[C:7]2[CH2:6]1)[CH2:27][CH3:28]. Reported procedure: Using procedure 47, 6-(Dipropylamino)-6,7-dihydro-2-(phenylmethyl)cyclopent[f]isoindole-1,3(2H,5H)-dione (124, 0.41 g, 1.0 mmol) was reduced with Zinc dust (0.65 g, 10.0 mmol) in glacial HOAc (20 mL). Purification on silica gel, eluting with 3:1 hexane/acetone gave an oil that was converted to an HCl salt and recrystallized from EtOAc/MeOH to give 125 as a white solid (m.p. 235-236° C.). Yields the product BrC=1C=CC=2N(C1)C=C(N2)C(=O)NC2=CC(=C(C(=C2)F)F)F (6-Bromo-N-(3,4,5-trifluorophenyl)imidazo[1,2-a]pyridine-2-carboxamide). As a reaction SMILES: [F:1][C:2]1[CH:3]=[C:4]([CH:6]=[C:7]([F:10])[C:8]=1[F:9])[NH2:5].[Br:11][C:12]1[CH:13]=[CH:14][C:15]2[N:16]([CH:18]=[C:19]([C:21](OCC)=[O:22])[N:20]=2)[CH:17]=1>>[Br:11][C:12]1[CH:13]=[CH:14][C:15]2[N:16]([CH:18]=[C:19]([C:21]([NH:5][C:4]3[CH:3]=[C:2]([F:1])[C:8]([F:9])=[C:7]([F:10])[CH:6]=3)=[O:22])[N:20]=2)[CH:17]=1. The reactants are Intermediate I, FC=1C=C(N)C=C(C1F)F (3,4,5-trifluoroaniline), BrC=1C=CC=2N(C1)C=C(N2)C(=O)OCC (ethyl 6-bromoimidazo[1,2-a]pyridine-2-carboxylate). Procedure details: The title compound was prepared by using procedures analogous to those described for the synthesis of Intermediate I, using 3,4,5-trifluoroaniline and ethyl 6-bromoimidazo[1,2-a]pyridine-2-carboxylate as starting materials. Starting materials: FC(C=1C=C(CN(C(=O)C2=C(C=3C(=CN=CC3)C(N2C)=O)C2=CC=C(C=C2)F)C)C=C(C1)C(F)(F)F)(F)F (N-[3,5-Bis(trifluoromethyl)benzyl]-4-(4-fluorophenyl)-1,2-dihydro-N, 2-dimethyl-1-oxo-3-pyrido[3,4-c]pyridine carboxamide). Reagents/catalysts: [Pt] (Pt-C). Run in C(C)(=O)O (acetic acid). Run at time 6 hour. Product: FC(C=1C=C(CN(C(=O)C2=C(C3=C(CNCC3)C(N2C)=O)C2=CC=C(C=C2)F)C)C=C(C1)C(F)(F)F)(F)F (N-[3,5-Bis(trifluoromethyl)benzyl]-4-(4-fluorophenyl)-1,2,5,6,7,8-hexahydro-N,2-dimethyl-1-oxo-3-pyrido[3,4-c]pyridinecarboxamide). The yield is 62.5%. RXN SMILES: [F:1][C:2]([F:38])([F:37])[C:3]1[CH:4]=[C:5]([CH:30]=[C:31]([C:33]([F:36])([F:35])[F:34])[CH:32]=1)[CH2:6][N:7]([CH3:29])[C:8]([C:10]1[N:19]([CH3:20])[C:18](=[O:21])[C:13]2=[CH:14][N:15]=[CH:16][CH:17]=[C:12]2[C:11]=1[C:22]1[CH:27]=[CH:26][C:25]([F:28])=[CH:24][CH:23]=1)=[O:9]>C(O)(=O)C.[Pt]>[F:38][C:2]([F:1])([F:37])[C:3]1[CH:4]=[C:5]([CH:30]=[C:31]([C:33]([F:35])([F:36])[F:34])[CH:32]=1)[CH2:6][N:7]([CH3:29])[C:8]([C:10]1[N:19]([CH3:20])[C:18](=[O:21])[C:13]2[CH2:14][NH:15][CH2:16][CH2:17][C:12]=2[C:11]=1[C:22]1[CH:23]=[CH:24][C:25]([F:28])=[CH:26][CH:27]=1)=[O:9]. Procedure details: To a solution of the compound (270 mg) obtained in Example 8 in acetic acid (15 ml) was added 5% Pt-C (270 mg), and the mixture was stirred for 6 hours at room temperature under hydrogen atmosphere. The catalyst was filtered off, and the filtrate was washed with ethyl acetate. The filtrate and the washing were combined, then the solvent was distilled off. To the residue was added ethyl acetate, and the mixture was washed with an aqueous solution of sodium hydrogencarbonate and water, which was t... Reactants: C(C)(C)N1N=C(C=CC1=O)C(C(=O)C1=CC=CC=C1)=NO (1-(1-isopropyl-6-oxo-1,6-dihydro-3-pyridazinyl)-2-phenyl-1,2-ethanedione 1-oxime), C(C)(=O)OC(C)=O (acetic anhydride), CC(=O)O (AcOH). The reagents and catalysts are [Zn] (Zinc). Solvent: CCOC(=O)C (EtOAc). Conditions: time 4 hour. Product: C(C)(C)N1N=C(C=CC1=O)C(C(C1=CC=CC=C1)=O)NC(C)=O (N-[1-(1-isopropyl-6-oxo-1,6-dihydro-3-pyridazinyl)-2-oxo-2-phenylethyl]acetamide). Reaction SMILES: [CH:1]([N:4]1[C:9](=[O:10])[CH:8]=[CH:7][C:6]([C:11](=[N:20]O)[C:12]([C:14]2[CH:19]=[CH:18][CH:17]=[CH:16][CH:15]=2)=[O:13])=[N:5]1)([CH3:3])[CH3:2].[C:22](OC(=O)C)(=[O:24])[CH3:23].CC(O)=O>CCOC(C)=O.[Zn]>[CH:1]([N:4]1[C:9](=[O:10])[CH:8]=[CH:7][C:6]([CH:11]([NH:20][C:22](=[O:24])[CH3:23])[C:12](=[O:13])[C:14]2[CH:19]=[CH:18][CH:17]=[CH:16][CH:15]=2)=[N:5]1)([CH3:3])[CH3:2]. Reported procedure: Zinc dust (1.57 g) was added in portions to a suspension of 1-(1-isopropyl-6-oxo-1,6-dihydro-3-pyridazinyl)-2-phenyl-1,2-ethanedione 1-oxime (856 mg) in a mixture acetic anhydride (1.7 ml) and AcOH (10 ml) under ambient temperature and the mixture was stirred at the same temperature for 4 hours. An insoluble material was filtered off and a filtrate was concentrated under reduced pressure to give a residue. The residue was dissolved in EtOAc, washed with sat. aq. NaHCO3 solution, dried over MgSO4... Starting materials: CC(=O)OC1C(O)OC(COCc2ccccc2)C(OC(C)=O)C1OC(C)=O, C1CCC2=NCCCN2CC1, N#CC(Cl)(Cl)Cl, ClCCl. The product is CC(=O)OC1C(COCc2ccccc2)OC(OC(=N)C(Cl)(Cl)Cl)C(OC(C)=O)C1OC(C)=O. Reaction SMILES: [C:1]([CH3:2])(=[O:3])[O:4][CH:5]1[CH:6]([OH:7])[O:8][CH:9]([CH2:20][O:21][CH2:22][c:23]2[cH:24][cH:25][cH:26][cH:27][cH:28]2)[CH:10]([O:16][C:17]([CH3:18])=[O:19])[CH:11]1[O:12][C:13]([CH3:14])=[O:15].[CH2:35]1[CH2:36][CH2:37][C:38]2=[N:43][CH2:42][CH2:41][CH2:40][N:39]2[CH2:44][CH2:45]1.[Cl:29][C:30]([C:31]#[N:32])([Cl:33])[Cl:34].[Cl:46][CH2:47][Cl:48]>>[C:1]([CH3:2])(=[O:3])[O:4][CH:5]1[CH:6]([O:7][C:31]([C:30]([Cl:29])([Cl:33])[Cl:34])=[NH:32])[O:8][CH:9]([CH2:20][O:21][CH2:22][c:23]2[cH:24][cH:25][cH:26][cH:27][cH:28]2)[CH:10]([O:16][C:17]([CH3:18])=[O:19])[CH:11]1[O:12][C:13]([CH3:14])=[O:15].